From a dataset of the Open Reaction Database (ORD), a public repository of structured organic reaction records. describe an organic reaction: reactants, conditions, products, and yield Starting materials: C(CCCCCC)(=O)Cl (heptanoyl chloride), C(C)(C)N(C(C)C)CC (N,N-diisopropyl ethylamine), Cl.NCC1=C2C(N(C(=NC2=CC=C1)C)C1C(NC(CC1)=O)=O)=O (3-(5-aminomethyl-2-methyl-4-oxo-4H-quinazolin-3-yl)-piperidine-2,6-dione hydrogen chloride). Solvent: C(C)#N (acetonitrile). Conditions: time 15 minute. Product: O=C1NC(CCC1N1C(=NC2=CC=CC(=C2C1=O)CNC(CCCCCC)=O)C)=O (heptanoic acid [3-(2,6-dioxo-piperidin-3-yl)-2-methyl-4-oxo-3,4-dihydro-quinazolin-5-ylmethyl]-amide). Yield: 45.3%. Reaction SMILES: Cl.[NH2:2][CH2:3][C:4]1[CH:13]=[CH:12][CH:11]=[C:10]2[C:5]=1[C:6](=[O:23])[N:7]([CH:15]1[CH2:20][CH2:19][C:18](=[O:21])[NH:17][C:16]1=[O:22])[C:8]([CH3:14])=[N:9]2.[C:24](Cl)(=[O:31])[CH2:25][CH2:26][CH2:27][CH2:28][CH2:29][CH3:30].C(N(CC)C(C)C)(C)C>C(#N)C>[O:22]=[C:16]1[CH:15]([N:7]2[C:6](=[O:23])[C:5]3[C:10](=[CH:11][CH:12]=[CH:13][C:4]=3[CH2:3][NH:2][C:24](=[O:31])[CH2:25][CH2:26][CH2:27][CH2:28][CH2:29][CH3:30])[N:9]=[C:8]2[CH3:14])[CH2:20][CH2:19][C:18](=[O:21])[NH:17]1 |f:0.1|. Procedure details: To a stirred mixture of 3-(5-aminomethyl-2-methyl-4-oxo-4H-quinazolin-3-yl)-piperidine-2,6-dione hydrogen chloride (0.49 g, 1.5 mmol) in acetonitrile (10 mL), was added heptanoyl chloride (0.34 mL, 2.2 mmol) and N,N-diisopropyl ethylamine (0.60 mL, 3.7 mmol). The mixture was stirred at room temp for 15 minutes. The solvent was evaporated, and the residue was purified by flash column chromatography (Silica gel, methanol/methylene chloride 4%/96%) to give heptanoic acid [3-(2,6-dioxo-piperidin-3-y...